Dataset: the Open Reaction Database (ORD), a public repository of structured organic reaction records. Task: describe an organic reaction: reactants, conditions, products, and yield Starting materials: ClC=1C=C(C=CC1Cl)NC1=NC2=C(C=C(C(=C2C(=N1)O)[N+](=O)[O-])C)Br (2-((3,4-dichlorophenyl)amino)-8-bromo-6-methyl-5-nitroquinazolin-4-ol), C(=C)C1=CC=NC=C1 (4-vinylpyridine), C(C)(C)N(C(C)C)CC (N,N-diisopropylethylamine), C1(=C(C=CC=C1)P(C1=C(C=CC=C1)C)C1=C(C=CC=C1)C)C (tri-o-tolylphosphine). Reagents/catalysts: C(C)(=O)[O-].[Pd+2].C(C)(=O)[O-] (palladium acetate). The solvent is CN(C=O)C (N,N-dimethylformamide). Conditions: temperature 120 celsius. Yields the product N1=CC=C(C=C1)/C=C/C=1C=C(C(=C2C(=NC(=NC12)NC1=CC(=C(C=C1)Cl)Cl)O)[N+](=O)[O-])C (8-((1E)-2-(4-Pyridyl)vinyl)-2-((3,4-dichlorophenyl)amino)-6-methyl-5-nitroquinazolin-4-ol). As a reaction SMILES: [Cl:1][C:2]1[CH:3]=[C:4]([NH:9][C:10]2[N:19]=[C:18]([OH:20])[C:17]3[C:12](=[C:13](Br)[CH:14]=[C:15]([CH3:24])[C:16]=3[N+:21]([O-:23])=[O:22])[N:11]=2)[CH:5]=[CH:6][C:7]=1[Cl:8].[CH:26]([C:28]1[CH:33]=[CH:32][N:31]=[CH:30][CH:29]=1)=[CH2:27].C1(C)C=CC=CC=1P(C1C=CC=CC=1C)C1C=CC=CC=1C.C(N(CC)C(C)C)(C)C>CN(C)C=O.C([O-])(=O)C.[Pd+2].C([O-])(=O)C>[N:31]1[CH:32]=[CH:33][C:28](/[CH:26]=[CH:27]/[C:13]2[CH:14]=[C:15]([CH3:24])[C:16]([N+:21]([O-:23])=[O:22])=[C:17]3[C:12]=2[N:11]=[C:10]([NH:9][C:4]2[CH:5]=[CH:6][C:7]([Cl:8])=[C:2]([Cl:1])[CH:3]=2)[N:19]=[C:18]3[OH:20])=[CH:29][CH:30]=1 |f:5.6.7|. Procedure: To a solution of 2-((3,4-dichlorophenyl)amino)-8-bromo-6-methyl-5-nitroquinazolin-4-ol (65 mg) in N,N-dimethylformamide (2 mL) was added 4-vinylpyridine (0.040 mL), followed by palladium acetate (14 mg), tri-o-tolylphosphine (30 mg) and N,N-diisopropylethylamine (0.44 mL). The mixture was heated at 120° C. for 22.5 h, then was cooled to room temperature. The supernatant was concentrated in vacuo to a dark oil which was triturated with a 50% (v/v) methanol/dichloromethane (5 mL). The solid produc... Reactants: Cl.C1(CCCCC1)NN (Cyclohexyl-hydrazine hydrochloride), C(C)OC(C(C(C(F)(F)F)=O)=CN(C)C)=O (2-dimethylaminomethylene-4,4,4-trifluoro-3-oxo-butyric acid ethyl ester), C(C)(=O)[O-].[Na+] (sodium acetate). Run in C(C)O (ethanol). Run at temperature 70 celsius. The product is C(C)OC(=O)C=1C=NN(C1C(F)(F)F)C1CCCCC1 (1-cyclohexyl-5-trifluoromethyl-1H-pyrazole-4-carboxylic acid ethyl ester). Isolated yield 58.5%. Reaction SMILES: Cl.[CH:2]1([NH:8][NH2:9])[CH2:7][CH2:6][CH2:5][CH2:4][CH2:3]1.[CH2:10]([O:12][C:13](=[O:25])[C:14](=[CH:21]N(C)C)[C:15](=O)[C:16]([F:19])([F:18])[F:17])[CH3:11].C([O-])(=O)C.[Na+]>C(O)C>[CH2:10]([O:12][C:13]([C:14]1[CH:21]=[N:9][N:8]([CH:2]2[CH2:7][CH2:6][CH2:5][CH2:4][CH2:3]2)[C:15]=1[C:16]([F:17])([F:18])[F:19])=[O:25])[CH3:11] |f:0.1,3.4|. Procedure details: Cyclohexyl-hydrazine hydrochloride (0.276 g, 1.59 mmol, CAS #24214-73-1, purchased from Aldrich), 2-dimethylaminomethylene-4,4,4-trifluoro-3-oxo-butyric acid ethyl ester (0.459 g, 1.67 mmol) and anhydrous sodium acetate (0.188 g, 2.29 mmol) were combined in ethanol (2.9 mL) and heated at 70° C. for 15 hours. After cooling to room temperature, the reaction mixture was partitioned between methylene chloride and water. The organic phase was washed with water and brine. Each aqueous phase was back e... Starting materials: C(C1=CC=CC=C1)OC=1C=C(CCS(=O)(=O)[O-])C=CC1 (3-(Benzyloxy)benzylmethanesulfonate), C(C1=CC=CC=C1)OC(=O)N1CC(NCC1)=O (4-(benzyloxy)carbonyl-2-piperazinone), [H-].[Na+] (Sodium hydride). The solvent is CN(C)C=O (DMF), CN(C)C=O (DMF), hexanes, CN(C)C=O (DMF). Run at temperature 0 celsius, time 15 minute. The product is C(C1=CC=CC=C1)OC=1C=C(CN2C(CN(CC2)C(=O)OCC2=CC=CC=C2)=O)C=CC1 (1-[3-(Benzyloxy)benzyl]-4-(benzyloxy)carbonyl-2-piperazinone). Reaction SMILES: [H-].[Na+].[CH2:3]([O:10][C:11]([N:13]1[CH2:18][CH2:17][NH:16][C:15](=[O:19])[CH2:14]1)=[O:12])[C:4]1[CH:9]=[CH:8][CH:7]=[CH:6][CH:5]=1.[CH2:20]([O:27][C:28]1[CH:29]=[C:30]([CH:37]=[CH:38][CH:39]=1)[CH2:31]CS([O-])(=O)=O)[C:21]1[CH:26]=[CH:25][CH:24]=[CH:23][CH:22]=1>CN(C=O)C>[CH2:20]([O:27][C:28]1[CH:29]=[C:30]([CH:37]=[CH:38][CH:39]=1)[CH2:31][N:16]1[CH2:17][CH2:18][N:13]([C:11]([O:10][CH2:3][C:4]2[CH:5]=[CH:6][CH:7]=[CH:8][CH:9]=2)=[O:12])[CH2:14][C:15]1=[O:19])[C:21]1[CH:22]=[CH:23][CH:24]=[CH:25][CH:26]=1 |f:0.1|. Reported procedure: Sodium hydride (430 mg, 10.8 mmol as 60% dispersion in mineral oil) was triturated with hexanes, then suspended in 5 mL of DMF. After cooling to 0° C., 4-(benzyloxy)carbonyl-2-piperazinone was added (1.68 g, 7.18 mmol). After 15 minutes, a solution of the product from Step H (2.096 g, 7.18 mmol) in 2 mL of DMF was added, followed by a 1 mL DMF rinse. The reaction was warmed to room temperature, stirred for 30 minutes, then poured into EtOAc. The organic layer was washed with water, sat. aq. NaHC... Reactants: CN(C)C=O, ClCCl, COc1cc(CO)ccc1F, O=S(Cl)Cl. Product: COc1cc(CCl)ccc1F. As a reaction SMILES: [CH3:16][N:17]([CH3:18])[CH:19]=[O:20].[Cl:21][CH2:22][Cl:23].[F:1][c:2]1[c:3]([O:10][CH3:11])[cH:4][c:5]([CH2:8][OH:9])[cH:6][cH:7]1.[S:12]([Cl:13])([Cl:14])=[O:15]>>[F:1][c:2]1[c:3]([O:10][CH3:11])[cH:4][c:5]([CH2:8][Cl:14])[cH:6][cH:7]1. Reactants: C(C1=CC=CC=C1)OC1=CC=C2[C@@H]([C@@H](COC2=C1)C1=CC=CC=C1)C1=CC=C(C=C1)OCCCCCl ((+,−) cis 7-Benzyloxy-4-[4-(4-chlorobutyloxy)-phenyl]-3-phenyl-chroman), N1CCOCC1 (morpholine). The product is C(C1=CC=CC=C1)OC1=CC=C2[C@@H]([C@@H](COC2=C1)C1=CC=CC=C1)C1=CC=C(C=C1)OCCCCN1CCOCC1 ((+,−) cis 7-Benzyloxy 4-[4-(morpholinobutyloxy)-phenyl]-3-phenyl-chroman). RXN SMILES: [CH2:1]([O:8][C:9]1[CH:18]=[C:17]2[C:12]([C@H:13]([C:25]3[CH:30]=[CH:29][C:28]([O:31][CH2:32][CH2:33][CH2:34][CH2:35]Cl)=[CH:27][CH:26]=3)[C@H:14]([C:19]3[CH:24]=[CH:23][CH:22]=[CH:21][CH:20]=3)[CH2:15][O:16]2)=[CH:11][CH:10]=1)[C:2]1[CH:7]=[CH:6][CH:5]=[CH:4][CH:3]=1.[NH:37]1[CH2:42][CH2:41][O:40][CH2:39][CH2:38]1>>[CH2:1]([O:8][C:9]1[CH:18]=[C:17]2[C:12]([C@H:13]([C:25]3[CH:30]=[CH:29][C:28]([O:31][CH2:32][CH2:33][CH2:34][CH2:35][N:37]4[CH2:42][CH2:41][O:40][CH2:39][CH2:38]4)=[CH:27][CH:26]=3)[C@H:14]([C:19]3[CH:24]=[CH:23][CH:22]=[CH:21][CH:20]=3)[CH2:15][O:16]2)=[CH:11][CH:10]=1)[C:2]1[CH:7]=[CH:6][CH:5]=[CH:4][CH:3]=1. Procedure details: From (+,−) cis 7-Benzyloxy-4-[4-(4-chlorobutyloxy)-phenyl]-3-phenyl-chroman (300 mg, 0.60 mmol) and morpholine (240 mg, 3 mmol). Reaction time 4 days. The evaporated product was crystallised from ether-petrolether, and further purified by silica column chromatography using methanol-methylene chloride (1+19) as eluent. Starting materials: Cl.C1=CC=CC=2C3=CC=CC=C3C(C12)COC(=O)NC1=C(C=CC=C1)C1CCNCC1 ((fluoren-9-ylmethoxy)-N-(2-(4-piperidyl)phenyl)-carboxamide hydrochloride), C1=CC2=C(N=C1)N(N=N2)O (HOAT), C(CCl)Cl (EDC), CCN(C(C)C)C(C)C (DIEA), N([C@H](CC1=CC=C(C=C1)Cl)C(=O)O)C(=O)OC(C)(C)C (Boc-p-Cl-D-PheOH). Solvent: CN(C)C=O (DMF). Product: ClC1=CC=C(C=C1)C[C@H](C(=O)N1CCC(CC1)C1=C(C=CC=C1)NC(=O)OCC1C2=CC=CC=C2C=2C=CC=CC12)NC(=O)OC(C)(C)C (N-[(1R)-1-[(4-Chlorophenyl)methyl]-2-(4-{2-[(fluoren-9-ylmethoxy)carbonylamino]-phenyl}piperidyl)-2-oxoethyl](tert-butoxy)carboxamide). Isolated yield 67.3%. RXN SMILES: Cl.[CH:2]1[C:14]2[CH:13]([CH2:15][O:16][C:17]([NH:19][C:20]3[CH:25]=[CH:24][CH:23]=[CH:22][C:21]=3[CH:26]3[CH2:31][CH2:30][NH:29][CH2:28][CH2:27]3)=[O:18])[C:12]3[C:7](=[CH:8][CH:9]=[CH:10][CH:11]=3)[C:6]=2[CH:5]=[CH:4][CH:3]=1.CCN(C(C)C)C(C)C.[NH:41]([C:54]([O:56][C:57]([CH3:60])([CH3:59])[CH3:58])=[O:55])[C@@H:42]([C:51](O)=[O:52])[CH2:43][C:44]1[CH:49]=[CH:48][C:47]([Cl:50])=[CH:46][CH:45]=1.C1C=NC2N(O)N=NC=2C=1.C(Cl)CCl>CN(C=O)C>[Cl:50][C:47]1[CH:48]=[CH:49][C:44]([CH2:43][C@@H:42]([NH:41][C:54]([O:56][C:57]([CH3:60])([CH3:59])[CH3:58])=[O:55])[C:51]([N:29]2[CH2:28][CH2:27][CH:26]([C:21]3[CH:22]=[CH:23][CH:24]=[CH:25][C:20]=3[NH:19][C:17]([O:16][CH2:15][CH:13]3[C:12]4[CH:11]=[CH:10][CH:9]=[CH:8][C:7]=4[C:6]4[C:14]3=[CH:2][CH:3]=[CH:4][CH:5]=4)=[O:18])[CH2:31][CH2:30]2)=[O:52])=[CH:45][CH:46]=1 |f:0.1|. Procedure details: The title compound was prepared according to the procedure described in Example 1 (Step f) from (fluoren-9-ylmethoxy)-N-(2-(4-piperidyl)phenyl)-carboxamide hydrochloride (Step b) (6.51 g, 15 mmol), DIEA (2.7 mL, 15 mmol), Boc-p-Cl-D-PheOH (PepTech Corporation) (6.8 g, 22.5 mmol), HOAT (Aldrich) (3.1 g, 22.5 mmol) and EDC (Aldrich) (4.32 g, 22.5 mmol) in DMF (25 mL). Purification by silica gel chromatography (3:1 hexane:EtOAc) provided the title compound as a white foam (6.87 g). MS (ESI, pos. io... Product: CC(C)(C)C(O)C(=CC1CCCCC1)n1cncn1. RXN SMILES: [BH4-:5].[CH3:1][C:2](=[O:3])[OH:4].[CH3:26][N:27]([CH3:28])[CH:29]=[O:30].[CH:7]1([CH:13]=[C:14]([C:15]([C:16]([CH3:17])([CH3:18])[CH3:19])=[O:20])[n:21]2[n:22][cH:23][n:24][cH:25]2)[CH2:8][CH2:9][CH2:10][CH2:11][CH2:12]1.[Cl:31][CH2:32][CH2:33][Cl:34].[Na+:6]>>[CH:7]1([CH:13]=[C:14]([CH:15]([C:16]([CH3:17])([CH3:18])[CH3:19])[OH:20])[n:21]2[n:22][cH:23][n:24][cH:25]2)[CH2:8][CH2:9][CH2:10][CH2:11][CH2:12]1. Reactants: [BH4-], CC(=O)O, CN(C)C=O, CC(C)(C)C(=O)C(=CC1CCCCC1)n1cncn1, ClCCCl, [Na+].